From a dataset of the Open Reaction Database (ORD), a public repository of structured organic reaction records. describe an organic reaction: reactants, conditions, products, and yield The reactants are FC(C(=O)OCC)OC1=C(C(=C2C3=CC(CCC3(CC2=C1)CC)=O)Cl)Cl (Ethyl fluoro[(5,6-dichloro-9a-ethyl-3-oxo-1,2,9,9a-tetrahydro-3H-fluoren-7-yl)oxy]acetate), C([O-])(O)=O.[Na+] (sodium bicarbonate). The solvent is C(C)O (ethanol), O (water). Run at time 15 minute. Product: FC(C(=O)O)OC1=C(C(=C2C3=CC(CCC3(CC2=C1)CC)=O)Cl)Cl (fluoro[(5,6-dichloro-9a-ethyl-3-oxo-1,2,9,9a-tetrahydro-3H-fluoren-7-yl)oxy]acetic acid). RXN SMILES: [F:1][CH:2]([O:8][C:9]1[CH:21]=[C:20]2[C:12]([C:13]3[C:18]([CH2:22][CH3:23])([CH2:19]2)[CH2:17][CH2:16][C:15](=[O:24])[CH:14]=3)=[C:11]([Cl:25])[C:10]=1[Cl:26])[C:3]([O:5]CC)=[O:4].C(=O)(O)[O-].[Na+]>C(O)C.O>[F:1][CH:2]([O:8][C:9]1[CH:21]=[C:20]2[C:12]([C:13]3[C:18]([CH2:22][CH3:23])([CH2:19]2)[CH2:17][CH2:16][C:15](=[O:24])[CH:14]=3)=[C:11]([Cl:25])[C:10]=1[Cl:26])[C:3]([OH:5])=[O:4] |f:1.2|. Reported procedure: Ethyl fluoro[(5,6-dichloro-9a-ethyl-3-oxo-1,2,9,9a-tetrahydro-3H-fluoren-7-yl)oxy]acetate (4.01 gm., 0.02 mole) is dissolved in ethanol (75 ml.) and treated with a solution of sodium bicarbonate (3.36 gm., 0.04 mole) in water (150 ml.). The mixture is heated and stirred on a steam bath for 15 minutes and then concentrated in vacuo to a volume of 50 ml. The residual solution is diluted with water (50 ml.) and acidified to Congo red test paper with 6 normal hydrochloric acid. The precipitate that ... Starting materials: COC=1C=C(CC2NCCC3=C(C=CC(=C23)OC)OC)C=CC1OC (1-(3,4-Dimethoxy-benzyl)-5,8-dimethoxy-1,2,3,4-tetrahydroisoquinoline), BrCC(=O)Br (2-bromoacetyl bromide), COC1=C(CN)C=CC=C1 (2-methoxybenzylamine). The product is COC=1C=C(CC2N(CCC3=C(C=CC(=C23)OC)OC)CC(=O)NCC2=C(C=CC=C2)OC)C=CC1OC (2-[1-(3,4-Dimethoxy-benzyl)-5,8-dimethoxy-3,4-dihydro-1H-isoquinolin-2-yl]-N-(2-methoxy-benzyl)-acetamide). As a reaction SMILES: [CH3:1][O:2][C:3]1[CH:4]=[C:5]([CH:21]=[CH:22][C:23]=1[O:24][CH3:25])[CH2:6][CH:7]1[C:16]2[C:11](=[C:12]([O:19][CH3:20])[CH:13]=[CH:14][C:15]=2[O:17][CH3:18])[CH2:10][CH2:9][NH:8]1.Br[CH2:27][C:28](Br)=[O:29].[CH3:31][O:32][C:33]1[CH:40]=[CH:39][CH:38]=[CH:37][C:34]=1[CH2:35][NH2:36]>>[CH3:1][O:2][C:3]1[CH:4]=[C:5]([CH:21]=[CH:22][C:23]=1[O:24][CH3:25])[CH2:6][CH:7]1[C:16]2[C:11](=[C:12]([O:19][CH3:20])[CH:13]=[CH:14][C:15]=2[O:17][CH3:18])[CH2:10][CH2:9][N:8]1[CH2:27][C:28]([NH:36][CH2:35][C:34]1[CH:37]=[CH:38][CH:39]=[CH:40][C:33]=1[O:32][CH3:31])=[O:29]. Procedure: prepared by reaction of 1-(3,4-Dimethoxy-benzyl)-5,8-dimethoxy-1,2,3,4-tetrahydroisoquinoline and 2-bromoacetyl bromide with 2-methoxybenzylamine Reactants: OC1CN(C1)C=1SC=C(N1)C(N[C@H](CO)C)=O (3-hydroxy-1-[4-((1S)-2-hydroxy-1-methylethylcarbamoyl)-1,3-thiazol-2-yl]azetidine), [Si](C)(C)(C(C)(C)C)Cl (t-butyldimethylsilyl chloride), N1C=NC=C1 (imidazole). The solvent is CN(C=O)C (dimethylformamide). Reaction conditions: time 6 hour. The product is [Si](C)(C)(C(C)(C)C)OC[C@H](C)NC(=O)C=1N=C(SC1)N1CC(C1)O (1-{4-[(1S)-2-(t-butyldimethylsilyloxy)-1-methylethylcarbamoyl]-1,3-thiazol-2-yl}-3-hydroxyazetidine). Yield: 71.1%. As a reaction SMILES: [OH:1][CH:2]1[CH2:5][N:4]([C:6]2[S:7][CH:8]=[C:9]([C:11](=[O:17])[NH:12][C@@H:13]([CH3:16])[CH2:14][OH:15])[N:10]=2)[CH2:3]1.[Si:18](Cl)([C:21]([CH3:24])([CH3:23])[CH3:22])([CH3:20])[CH3:19].N1C=CN=C1>CN(C)C=O>[Si:18]([O:15][CH2:14][C@@H:13]([NH:12][C:11]([C:9]1[N:10]=[C:6]([N:4]2[CH2:5][CH:2]([OH:1])[CH2:3]2)[S:7][CH:8]=1)=[O:17])[CH3:16])([C:21]([CH3:24])([CH3:23])[CH3:22])([CH3:20])[CH3:19]. Reported procedure: To a solution of 3-hydroxy-1-[4-((1S)-2-hydroxy-1-methylethylcarbamoyl)-1,3-thiazol-2-yl]azetidine (910 mg, 3.54 mmol) (obtained as described in Reference Example 35(3)) in dimethylformamide (46 ml) were added t-butyldimethylsilyl chloride (586 mg, 3.89 mmol) and imidazole (265 mg, 3.89 mmol) in an ice bath, and the reaction mixture was stirred at room temperature for 6 hours. After checking the completion of the reaction, the reaction mixture was partitioned between ethyl acetate and 10% aqueou... Starting materials: BrC1=NC(=CC=C1)C(=O)N1C[C@@H](CC1)OC (2-bromo-6-{[(3R)-3-methoxypyrrolidin-1-yl]carbonyl}pyridine), NC=1SC(=CC1C(=O)N)C1=C(C=C(C=C1)C(C)(C)O)F (2-amino-5-[2-fluoro-4-(1-hydroxy-1-methylethyl)phenyl]thiophene-3-carboxamide). Product: FC1=C(C=CC(=C1)C(C)(C)O)C1=CC(=C(S1)NC1=NC(=CC=C1)C(=O)N1C[C@@H](CC1)OC)C(=O)N (5-[2-Fluoro-4-(1-hydroxy-1-methylethyl)phenyl]-2-[(6-{[(3R)-3-methoxypyrrolidin-1-yl]carbonyl}pyridin-2-yl)amino]thiophene-3-carboxamide). RXN SMILES: Br[C:2]1[CH:7]=[CH:6][CH:5]=[C:4]([C:8]([N:10]2[CH2:14][CH2:13][C@@H:12]([O:15][CH3:16])[CH2:11]2)=[O:9])[N:3]=1.[NH2:17][C:18]1[S:19][C:20]([C:26]2[CH:31]=[CH:30][C:29]([C:32]([OH:35])([CH3:34])[CH3:33])=[CH:28][C:27]=2[F:36])=[CH:21][C:22]=1[C:23]([NH2:25])=[O:24]>>[F:36][C:27]1[CH:28]=[C:29]([C:32]([OH:35])([CH3:33])[CH3:34])[CH:30]=[CH:31][C:26]=1[C:20]1[S:19][C:18]([NH:17][C:2]2[CH:7]=[CH:6][CH:5]=[C:4]([C:8]([N:10]3[CH2:14][CH2:13][C@@H:12]([O:15][CH3:16])[CH2:11]3)=[O:9])[N:3]=2)=[C:22]([C:23]([NH2:25])=[O:24])[CH:21]=1. Procedure details: The title compound was prepared as described Example 1 using 2-bromo-6-{[(3R)-3-methoxypyrrolidin-1-yl]carbonyl}pyridine (53 mg, 0.19 mmol) and 2-amino-5-[2-fluoro-4-(1-hydroxy-1-methylethyl)phenyl]thiophene-3-carboxamide (55 mg, 0.19 mmol) as starting materials. Starting materials: CCOC(C)=O, CS(C)=O, CSc1ccc(Nc2cc(Oc3ccc(N)cc3)ncn2)cc1, O, CS(=O)(=O)c1cccc(NC(=O)Oc2ccccc2)c1. Product: CSc1ccc(Nc2cc(Oc3ccc(NC(=O)Nc4cccc(S(C)(=O)=O)c4)cc3)ncn2)cc1. As a reaction SMILES: [CH3:44][CH2:45][O:46][C:47](=[O:48])[CH3:49].[CH3:51][S:52]([CH3:53])=[O:54].[NH2:1][c:2]1[cH:3][cH:4][c:5]([O:6][c:7]2[cH:8][c:9]([NH:13][c:14]3[cH:15][cH:16][c:17]([S:20][CH3:21])[cH:18][cH:19]3)[n:10][cH:11][n:12]2)[cH:22][cH:23]1.[OH2:50].[c:24]1([O:30][C:31](=[O:25])[NH:32][c:33]2[cH:34][c:35]([S:39](=[O:40])(=[O:41])[CH3:42])[cH:36][cH:37][cH:38]2)[cH:26][cH:27][cH:28][cH:29][cH:43]1>>[NH:1]([c:2]1[cH:3][cH:4][c:5]([O:6][c:7]2[cH:8][c:9]([NH:13][c:14]3[cH:15][cH:16][c:17]([S:20][CH3:21])[cH:18][cH:19]3)[n:10][cH:11][n:12]2)[cH:22][cH:23]1)[C:31](=[O:30])[NH:32][c:33]1[cH:34][c:35]([S:39](=[O:40])(=[O:41])[CH3:42])[cH:36][cH:37][cH:38]1. Starting materials: FC1=C(C(=C(C=C1OC)OC)F)C1=CC=C(C=2N=CC=NC12)C(=O)O (8-(2,6-difluoro-3,5-dimethoxy-phenyl)quinoxaline-5-carboxylic acid), CO (MeOH), [N+](=O)([O-])C=1NC=C(N1)CN1CCCC1 (2-Nitro-4-pyrrolidin-1-ylmethyl-1H-imidazole), CO.C1CCOC1 (MeOH THF). Reagents/catalysts: [Ni] (Raney nickel). Run in C(Cl)Cl.CO (DCM MeOH). Run at temperature 65 celsius, time 6 hour. Product: N1(CCCC1)CC=1N=C(NC1)NC(=O)C=1C=2N=CC=NC2C(=CC1)C1=C(C(=CC(=C1F)OC)OC)F (8-(2,6-Difluoro-3,5-dimethoxy-phenyl)-quinoxaline-5-carboxylic acid (4-pyrrolidin-1-ylmethyl-1H-imidazol-2-yl)-amide). As a reaction SMILES: [F:1][C:2]1[C:7]([O:8][CH3:9])=[CH:6][C:5]([O:10][CH3:11])=[C:4]([F:12])[C:3]=1[C:13]1[C:22]2[N:21]=[CH:20][CH:19]=[N:18][C:17]=2[C:16]([C:23](O)=[O:24])=[CH:15][CH:14]=1.[N+:26]([C:29]1[NH:30][CH:31]=[C:32]([CH2:34][N:35]2[CH2:39][CH2:38][CH2:37][CH2:36]2)[N:33]=1)([O-])=O.CO.C1COCC1.CO>[Ni].C(Cl)Cl.CO>[N:35]1([CH2:34][C:32]2[N:33]=[C:29]([NH:26][C:23]([C:16]3[C:17]4[N:18]=[CH:19][CH:20]=[N:21][C:22]=4[C:13]([C:3]4[C:2]([F:1])=[C:7]([O:8][CH3:9])[CH:6]=[C:5]([O:10][CH3:11])[C:4]=4[F:12])=[CH:14][CH:15]=3)=[O:24])[NH:30][CH:31]=2)[CH2:39][CH2:38][CH2:37][CH2:36]1 |f:2.3,6.7|. Procedure details: The title compound was prepared in analogy to the procedures described in Example 14 but stirring the reaction mixture for 6 h at 65° C. and using 8-(2,6-difluoro-3,5-dimethoxy-phenyl)quinoxaline-5-carboxylic acid (Step 88.1). 2-Nitro-4-pyrrolidin-1-ylmethyl-1H-imidazole (Step 19.1) instead of 2-nitroimidazole was used in Step 14.3, and Raney nickel and MeOH/THF (1:1) instead of palladium on carbon and MeOH in Step 14.2. The title compound: ESI-MS: 495.0 [M+H]+; tR=3.28 min (System 1); TLC: Rf=0... Starting materials: NC(C(=O)OCC)=NOC(C(CC)(C1=CC=C(C=C1)Cl)N1N=CC2=C(C=CC=C12)NC(=O)OC(C)(C)C)=O (ethyl 2-amino-2-(((2-(4-((tert-butoxycarbonyl)amino)-1H-indazol-1-yl)-2-(4-chlorophenyl)butanoyl)oxy)imino)acetate), P(=O)(Cl)(Cl)Cl (phosphorus oxychloride). Run in N1=CC=CC=C1 (pyridine). Conditions: temperature 70 celsius, time 8 hour. Yields the product C(C)(C)(C)OC(=O)NC1=C2C=NN(C2=CC=C1)C(CC)(C1=CC=C(C=C1)Cl)C1=NC(=NO1)C(=O)OCC (ethyl 5-(1-(4-((tert-butoxycarbonyl)amino)-1H-indazol-1-yl)-1-(4-chlorophenyl)propyl)-1,2,4-oxadiazole-3-carboxylate). Reaction SMILES: [NH2:1][C:2](=[N:8][O:9][C:10](=O)[C:11]([N:21]1[C:29]2[C:24](=[C:25]([NH:30][C:31]([O:33][C:34]([CH3:37])([CH3:36])[CH3:35])=[O:32])[CH:26]=[CH:27][CH:28]=2)[CH:23]=[N:22]1)([C:14]1[CH:19]=[CH:18][C:17]([Cl:20])=[CH:16][CH:15]=1)[CH2:12][CH3:13])[C:3]([O:5][CH2:6][CH3:7])=[O:4].P(Cl)(Cl)(Cl)=O>N1C=CC=CC=1>[C:34]([O:33][C:31]([NH:30][C:25]1[CH:26]=[CH:27][CH:28]=[C:29]2[C:24]=1[CH:23]=[N:22][N:21]2[C:11]([C:10]1[O:9][N:8]=[C:2]([C:3]([O:5][CH2:6][CH3:7])=[O:4])[N:1]=1)([C:14]1[CH:19]=[CH:18][C:17]([Cl:20])=[CH:16][CH:15]=1)[CH2:12][CH3:13])=[O:32])([CH3:37])([CH3:36])[CH3:35]. Procedure details: To a solution of the product from Step B above (0.18 g, 0.33 mmol) in pyridine (9.0 mL) was added phosphorus oxychloride (0.25 g, 1.65 mmol). The mixture was heated at 70° C. for 7 hours, and stirred at 35° C. overnight, then concentrated to dryness under reduced pressure. The residue was dissolved in EtOAc and washed with saturated NaHCO3, water and brine. The organic layer was separated and dried over Na2SO4. The crude product was purified on a silica gel column using a gradient of 0-50% ethyl...